This data is from the Open Reaction Database (ORD), a public repository of structured organic reaction records. The task is: describe an organic reaction: reactants, conditions, products, and yield The reactants are CC=1SC2=C(N1)C=C(C=C2)C (2,5-dimethyl-1,3-benzothiazole), BrBr (bromine). Run in C(Cl)(Cl)Cl (chloroform). Product: BrC1=C(C=CC2=C1N=C(S2)C)C (4-bromo-2,5-dimethyl-1,3-benzothiazole). RXN SMILES: [CH3:1][C:2]1[S:3][C:4]2[CH:10]=[CH:9][C:8]([CH3:11])=[CH:7][C:5]=2[N:6]=1.[Br:12]Br>C(Cl)(Cl)Cl>[Br:12][C:7]1[C:5]2[N:6]=[C:2]([CH3:1])[S:3][C:4]=2[CH:10]=[CH:9][C:8]=1[CH3:11]. Procedure details: A mixture of 2,5-dimethyl-1,3-benzothiazole (10.00 g, 61.26 mmol, Aldrich) and bromine (6.94 mL, 134.8 mmol) in chloroform (200 mL) was heated at reflux overnight. After cooling to room temperature, the mixture was washed with 1 N NaOH, followed by saturated sodium thiosulfate and brine, then dried over sodium sulfate and evaporated to dryness. The residue was purified on silica gel, eluting with 0 to 50% EtOAc in hexane. The first peak had a retention time of 2.51 minutes, LCMS calculated for C... The reactants are FC(C1=CC=C2C=CNC(C2=C1)=O)(F)F (7-trifluoromethyl-2H-isoquinolin-1-one), IC=1C=NC=CC1C (3-iodo-4-methyl-pyridine), N1=CC=CC2=CC=CC(=C12)O (quinolin-8-ol), C([O-])([O-])=O.[K+].[K+] (potassium carbonate). Reagents/catalysts: [Cu](I)I (copper iodide). The solvent is CS(=O)C (DMSO). Yields the product CC1=C(C=NC=C1)N1C(C2=CC(=CC=C2C=C1)C(F)(F)F)=O (2-(4-Methyl-pyridin-3-yl)-7-trifluoromethyl-2H-Isoquinolin-1-one). Isolated yield 25.8%. As a reaction SMILES: [F:1][C:2]([F:15])([F:14])[C:3]1[CH:12]=[C:11]2[C:6]([CH:7]=[CH:8][NH:9][C:10]2=[O:13])=[CH:5][CH:4]=1.I[C:17]1[CH:18]=[N:19][CH:20]=[CH:21][C:22]=1[CH3:23].N1C2C(=CC=CC=2O)C=CC=1.C(=O)([O-])[O-].[K+].[K+]>[Cu](I)I.CS(C)=O>[CH3:23][C:22]1[CH:21]=[CH:20][N:19]=[CH:18][C:17]=1[N:9]1[CH:8]=[CH:7][C:6]2[C:11](=[CH:12][C:3]([C:2]([F:1])([F:14])[F:15])=[CH:4][CH:5]=2)[C:10]1=[O:13] |f:3.4.5|. Procedure: Using analogous reaction conditions as described in Example 1, 7-trifluoromethyl-2H-isoquinolin-1-one (I-29d: 0.15 g, 0.0007 mol) was reacted with 3-iodo-4-methyl-pyridine (0.185 g, 0.8 mmol), DMSO (30 mL), copper iodide (0.026 g, 0.00014 mol), quinolin-8-ol (0.02 g, 0.14 mmol) and potassium carbonate (0.126 g, 0.9 mmol) to afford the crude product. Purification by column chromatography on silica gel (8% ethylacetate in hexane) afforded 0.055 g of the product (23.8% yield). Reported procedure: A solution of tert-butyl [(3R)-1-phenylpiperidin-3-yl]carbamate (133 mg, 0.483 mmol) in 3 M HCl in MeOH (3 ml) was heated to 70° C. for 3 hr. The reaction mixture was concentrated in vacuo to provide crude (3R)-1-phenylpiperidin-3-amine as the bis HCl salt, which was used as-is without further purification. The reactants are C1(=CC=CC=C1)N1C[C@@H](CCC1)NC(OC(C)(C)C)=O (tert-butyl [(3R)-1-phenylpiperidin-3-yl]carbamate), Cl (HCl). Reaction SMILES: [C:1]1([N:7]2[CH2:12][CH2:11][CH2:10][C@@H:9]([NH:13]C(=O)OC(C)(C)C)[CH2:8]2)[CH:6]=[CH:5][CH:4]=[CH:3][CH:2]=1.[ClH:21]>CO>[C:1]1([N:7]2[CH2:12][CH2:11][CH2:10][C@@H:9]([NH2:13])[CH2:8]2)[CH:6]=[CH:5][CH:4]=[CH:3][CH:2]=1.[ClH:21]. Run in CO (MeOH). Product: C1(=CC=CC=C1)N1C[C@@H](CCC1)N ((3R)-1-phenylpiperidin-3-amine), Cl (HCl). Reactants: CI, CN(C)C=O, [H-], [Na+], O, O=C(O)c1c[nH]c2ccccc12. Yields the product Cn1cc(C(=O)O)c2ccccc21. As a reaction SMILES: [CH3:15][I:16].[CH3:18][N:19]([CH3:20])[CH:21]=[O:22].[H-:13].[Na+:14].[OH2:17].[OH:1][C:2](=[O:3])[c:4]1[cH:5][nH:6][c:7]2[cH:8][cH:9][cH:10][cH:11][c:12]12>>[OH:1][C:2](=[O:3])[c:4]1[cH:5][n:6]([CH3:15])[c:7]2[cH:8][cH:9][cH:10][cH:11][c:12]12. The reactants are CS(=O)(=O)OCCC(C)OS(=O)(=O)C (1,3-bis-(methanesulfonyloxy) butane), O (water), C=1C(=CC(=C(C1I)O)I)I (triiodophenol), [H-].[Na+] (sodium hydride). Run in CN(C)C=O (DMF), C(C)(=O)OCC (Ethyl acetate), CN(C)C=O (DMF). Conditions: time 1 hour. The product is IC1=C(OCCC(C)OC2=C(C=C(C=C2I)I)I)C(=CC(=C1)I)I (1,3-Bis-(2,4,6-Triiodophenoxy)-butane). The yield is 53.9%. Reaction SMILES: [CH:1]1[C:2]([I:10])=[CH:3][C:4]([I:9])=[C:5]([OH:8])[C:6]=1[I:7].[H-].[Na+].CS(O[CH2:18][CH2:19][CH:20]([O:22]S(C)(=O)=O)[CH3:21])(=O)=O.O>CN(C=O)C.C(OCC)(=O)C>[I:7][C:6]1[CH:1]=[C:2]([I:10])[CH:3]=[C:4]([I:9])[C:5]=1[O:8][CH2:18][CH2:19][CH:20]([O:22][C:1]1[C:6]([I:7])=[CH:5][C:4]([I:9])=[CH:3][C:2]=1[I:10])[CH3:21] |f:1.2|. Procedure details: A mixture of triiodophenol (5.78 g, 12.3 mmol) and sodium hydride (0.49 g, 60% dispersion, 12.3 mmol) in DMF (15 ml) was stirred at room temperature for 1 hour and then a solution of 1,3-bis-(methanesulfonyloxy) butane (1.37 g, 5.58 mmol) in DMF (5 ml) was added. The mixture was heated to 90° C. for 6 hours and then poured into water after cooling. Ethyl acetate was added and the mixture was allowed to stand overnight. The precipitated solid was collected and dried to give 3.0 g (54%) of the des... Starting materials: NC=1C=C(C(=O)N)C=CC1 (3-aminobenzamide), C(C)(=O)OC(C)=O (acetic anhydride), NC=1C=C(C(=O)N)C=CC1 (3-aminobenzamide). Solvent: C(=O)O (formic acid). Run at time 2.5 hour. The product is C(=O)NC=1C=C(C(=O)N)C=CC1 (3-formylaminobenzamide). Isolated yield 78.0%. RXN SMILES: [C:1](OC(=O)C)(=[O:3])C.[NH2:8][C:9]1[CH:10]=[C:11]([CH:15]=[CH:16][CH:17]=1)[C:12]([NH2:14])=[O:13]>C(O)=O>[CH:1]([NH:8][C:9]1[CH:10]=[C:11]([CH:15]=[CH:16][CH:17]=1)[C:12]([NH2:14])=[O:13])=[O:3]. Reported procedure: A mixture of 40 ml of acetic anhydride and 40 ml of 98 to 100% formic acid was heated at 50° to 60° C. for 90 minutes. The solution was cooled to room temperature and 10 gm of 3-aminobenzamide was added in small aliquots over 15 minutes. The temperature was kept below 30° C. by occasional cooling in an ice-bath during the addition of the 3-aminobenzamide. The solution was stirred at room temperature for 2.5 hours, and then it was evaporated under vacuum to a viscous oil. Traces of acetic anhydri... The reactants are CC(=O)O[BH-](OC(C)=O)OC(C)=O, CCS(=O)(=O)N1CCC(c2c[nH]c3c(C(N)=O)cc(-c4ccc(C=O)cc4)cc23)CC1, CC(C)N, CS(C)=O, CC(=O)O, [Na+]. Yields the product CCS(=O)(=O)N1CCC(c2c[nH]c3c(C(N)=O)cc(-c4ccc(CNC(C)C)cc4)cc23)CC1. As a reaction SMILES: [C:36]([O:37][BH-:38]([O:39][C:40](=[O:41])[CH3:42])[O:43][C:44](=[O:45])[CH3:46])(=[O:47])[CH3:48].[CH2:1]([CH3:2])[S:3](=[O:4])(=[O:5])[N:6]1[CH2:7][CH2:8][CH:9]([c:12]2[cH:13][nH:14][c:15]3[c:16]([C:29](=[O:30])[NH2:31])[cH:17][c:18](-[c:21]4[cH:22][cH:23][c:24]([CH:27]=[O:28])[cH:25][cH:26]4)[cH:19][c:20]23)[CH2:10][CH2:11]1.[CH3:32][CH:33]([CH3:34])[NH2:35].[CH3:50][S:51]([CH3:52])=[O:53].[CH3:54][C:55](=[O:56])[OH:57].[Na+:49]>>[CH2:1]([CH3:2])[S:3](=[O:4])(=[O:5])[N:6]1[CH2:7][CH2:8][CH:9]([c:12]2[cH:13][nH:14][c:15]3[c:16]([C:29](=[O:30])[NH2:31])[cH:17][c:18](-[c:21]4[cH:22][cH:23][c:24]([CH2:27][NH:35][CH:33]([CH3:32])[CH3:34])[cH:25][cH:26]4)[cH:19][c:20]23)[CH2:10][CH2:11]1. The reactants are O=C([O-])[O-], Cc1c(CN(CCc2cc3cccc(F)c3n2C)C(=O)C(F)(F)F)ncn1S(=O)(=O)N(C)C, CO, CCOC(C)=O, [K+], [K+]. Product: Cc1c(CNCCc2cc3cccc(F)c3n2C)ncn1S(=O)(=O)N(C)C. RXN SMILES: [C:34](=[O:35])([O-:36])[O-:37].[CH3:1][N:2]([S:3](=[O:4])(=[O:5])[n:6]1[cH:7][n:8][c:9]([CH2:12][N:13]([C:14](=[O:15])[C:16]([F:17])([F:18])[F:19])[CH2:20][CH2:21][c:22]2[n:23]([CH3:32])[c:24]3[c:25]([F:31])[cH:26][cH:27][cH:28][c:29]3[cH:30]2)[c:10]1[CH3:11])[CH3:33].[CH3:40][OH:41].[CH3:42][CH2:43][O:44][C:45](=[O:46])[CH3:47].[K+:38].[K+:39]>>[CH3:1][N:2]([S:3](=[O:4])(=[O:5])[n:6]1[cH:7][n:8][c:9]([CH2:12][NH:13][CH2:20][CH2:21][c:22]2[n:23]([CH3:32])[c:24]3[c:25]([F:31])[cH:26][cH:27][cH:28][c:29]3[cH:30]2)[c:10]1[CH3:11])[CH3:33].